describe an organic reaction: reactants, conditions, products, and yield From a dataset of the Open Reaction Database (ORD), a public repository of structured organic reaction records. The reactants are CC(C)(C)N(C(=O)[O-])C1CCN(CCN2C(=O)COc3ccc(Br)nc32)CC1, N#Cc1ccc2ccc(=O)n(CCN3CCC(N)CC3)c2c1. RXN SMILES: [C:1]([N:5]([C:2](=[O:3])[O-:4])[CH:9]1[CH2:10][CH2:11][N:12]([CH2:15][CH2:16][N:17]2[c:18]3[c:19]([cH:24][cH:25][c:26]([Br:28])[n:27]3)[O:20][CH2:21][C:22]2=[O:23])[CH2:13][CH2:14]1)([CH3:6])([CH3:7])[CH3:8].[NH2:29][CH:30]1[CH2:31][CH2:32][N:33]([CH2:34][CH2:35][n:36]2[c:37]3[c:38]([cH:39][cH:40][c:41]([C:42]#[N:43])[cH:44]3)[cH:45][cH:46][c:47]2=[O:48])[CH2:49][CH2:50]1>>[NH2:5][CH:9]1[CH2:10][CH2:11][N:12]([CH2:15][CH2:16][N:17]2[c:18]3[c:19]([cH:24][cH:25][c:26]([Br:28])[n:27]3)[O:20][CH2:21][C:22]2=[O:23])[CH2:13][CH2:14]1. The product is NC1CCN(CCN2C(=O)COc3ccc(Br)nc32)CC1.